From a dataset of the Open Reaction Database (ORD), a public repository of structured organic reaction records. describe an organic reaction: reactants, conditions, products, and yield The reactants are [Si](C)(C)(C(C)(C)C)OC[C@H](CCC(F)(F)F)N ((2S)-1-{[tert-butyl(dimethyl)silyl]oxy}-5,5,5-trifluoro-pentan-2-amine), C(C)OC(C(F)(F)F)O (trifluoroacetaldehyde ethyl hemiacetal), O (water). Solvent: C1=CC=CC=C1 (benzene). Yields the product [Si](C)(C)(C(C)(C)C)OC[C@H](CCC(F)(F)F)/N=C/C(F)(F)F ((2S)-1-{[tert-butyl(dimethyl)silyl]oxy}-5,5,5-trifluoro-N-[(1E)-2,2,2-trifluoroethylidene]pentan-2-amine). As a reaction SMILES: [Si:1]([O:8][CH2:9][C@@H:10]([NH2:17])[CH2:11][CH2:12][C:13]([F:16])([F:15])[F:14])([C:4]([CH3:7])([CH3:6])[CH3:5])([CH3:3])[CH3:2].C(O[CH:21](O)[C:22]([F:25])([F:24])[F:23])C.O>C1C=CC=CC=1>[Si:1]([O:8][CH2:9][C@@H:10](/[N:17]=[CH:21]/[C:22]([F:25])([F:24])[F:23])[CH2:11][CH2:12][C:13]([F:14])([F:16])[F:15])([C:4]([CH3:6])([CH3:7])[CH3:5])([CH3:3])[CH3:2]. Procedure: A solution of (2S)-1-{[tert-butyl(dimethyl)silyl]oxy}-5,5,5-trifluoro-pentan-2-amine (3.00 g, 11.06 mmol) and trifluoroacetaldehyde ethyl hemiacetal (1.6 g, 11.1 mmol) in benzene (20 mL) was refluxed for 2 hours during which time water was collected in a Dean-Stark trap. The solvent was removed in vacuo yielding crude (2S)-1-{[tert-butyl(dimethyl)silyl]oxy}-5,5,5-trifluoro-N-[(1E)-2,2,2-trifluoroethylidene]pentan-2-amine. Reactants: COC([C@H](CC1CCCCC1)N1C(C=C(C1)OC=1C=NC(=CC1)C)=O)=O ((S)-3-cyclohexyl-2-[4-(6-methyl-pyridin-3-yloxy)-2-oxo-2,5-dihydro-pyrrol-1-yl]-propionic acid methyl ester), [OH-].[Li+] (lithium hydroxide). Solvent: O1CCCC1.O (tetrahydrofuran water). Run at temperature 23 celsius, time 2 hour. Yields the product C1(CCCCC1)C[C@@H](C(=O)O)N1C(C=C(C1)OC=1C=NC(=CC1)C)=O ((S)-3-cyclohexyl-2-[4-(6-methyl-pyridin-3-yloxy)-2-oxo-2,5-dihydro-pyrrol-1-yl]-propionic acid). The yield is 67.5%. RXN SMILES: C[O:2][C:3](=[O:26])[C@@H:4]([N:12]1[CH2:16][C:15]([O:17][C:18]2[CH:19]=[N:20][C:21]([CH3:24])=[CH:22][CH:23]=2)=[CH:14][C:13]1=[O:25])[CH2:5][CH:6]1[CH2:11][CH2:10][CH2:9][CH2:8][CH2:7]1.[OH-].[Li+]>O1CCCC1.O>[CH:6]1([CH2:5][C@H:4]([N:12]2[CH2:16][C:15]([O:17][C:18]3[CH:19]=[N:20][C:21]([CH3:24])=[CH:22][CH:23]=3)=[CH:14][C:13]2=[O:25])[C:3]([OH:26])=[O:2])[CH2:11][CH2:10][CH2:9][CH2:8][CH2:7]1 |f:1.2,3.4|. Procedure: To a stirred solution of (S)-3-cyclohexyl-2-[4-(6-methyl-pyridin-3-yloxy)-2-oxo-2,5-dihydro-pyrrol-1-yl]-propionic acid methyl ester (490 mg, 1.36 mmol) in tetrahydrofuran-water (3:1, 10 mL) was added lithium hydroxide (172 mg, 4.1 mmol). The reaction mixture was stirred at 23° C. for 2 h. After this time, the mixture was concentrated and the reaction mixture was diluted with water. The reaction mixture was acidified with 2N hydrochloric acid, during which time precipitation occurred. The precip... The reactants are solution, N(=NC(=O)OCC)C(=O)OCC (diethyl azodicarboxylate), C1(=CC=CC=C1)C (toluene), OC[C@@H]([C@H]1OC([C@@H](C1)C)=O)NS(=O)(=O)C1=C(C=CC=C1)[N+](=O)[O-] (N-{(S)-2-hydroxy-1-[(2S,4R)-4-methyl-5-oxotetrahydrofuran-2-yl]ethyl}-2-nitrobenzenesulfonamide), C1(=CC=CC=C1)P(C1=CC=CC=C1)C1=CC=CC=C1 (triphenylphosphine). Run in O1CCCC1 (tetrahydrofuran). Reaction conditions: time 5 minute. The product is C(C)[C@H]1C(O[C@@H](C1)C1[N@](C1)S(=O)(=O)C1=C(C=CC=C1)[N+](=O)[O-])=O ((3R,5S)-3-Ethyl-5-[(S)-1-(2-nitrobenzenesulfonyl)aziridin-2-yl]dihydrofuran-2-one). Yield: 92.0%. Reaction SMILES: N(C(OCC)=O)=N[C:3](OCC)=O.C1(C)C=CC=CC=1.O[CH2:21][C@H:22]([NH:30][S:31]([C:34]1[CH:39]=[CH:38][CH:37]=[CH:36][C:35]=1[N+:40]([O-:42])=[O:41])(=[O:33])=[O:32])[C@@H:23]1[CH2:27][C@@H:26]([CH3:28])[C:25](=[O:29])[O:24]1.C1(P(C2C=CC=CC=2)C2C=CC=CC=2)C=CC=CC=1>O1CCCC1>[CH2:28]([C@@H:26]1[CH2:27][C@@H:23]([CH:22]2[CH2:21][N@@:30]2[S:31]([C:34]2[CH:39]=[CH:38][CH:37]=[CH:36][C:35]=2[N+:40]([O-:42])=[O:41])(=[O:33])=[O:32])[O:24][C:25]1=[O:29])[CH3:3]. Procedure: 1.60 ml of a solution of diethyl azodicarboxylate in toluene (40%) (3.52 mmol) was added to a solution of 1.05 g of N-{(S)-2-hydroxy-1-[(2S,4R)-4-methyl-5-oxotetrahydrofuran-2-yl]ethyl}-2-nitrobenzenesulfonamide obtained in Example (106f) (2.93 mmol) and 923 mg of triphenylphosphine (3.52 mmol) in tetrahydrofuran (30 ml) under ice-cooling over five minutes, and the mixture was stirred at the same temperature for five minutes. The reaction mixture was concentrated under reduced pressure, and the ... Product: CC(=O)N(C)C(C)COc1cccc2ncnc(Nc3ccc(OCc4cscn4)c(C)c3)c12. RXN SMILES: [Cl:1][CH2:2][c:3]1[n:4][cH:5][s:6][cH:7]1.[OH:8][c:9]1[c:10]([CH3:35])[cH:11][c:12]([NH:15][c:16]2[n:17][cH:18][n:19][c:20]3[cH:21][cH:22][cH:23][c:24]([O:26][CH2:27][CH:28]([CH3:29])[N:30]([C:31]([CH3:32])=[O:33])[CH3:34])[c:25]23)[cH:13][cH:14]1>>[CH2:2]([c:3]1[n:4][cH:5][s:6][cH:7]1)[O:8][c:9]1[c:10]([CH3:35])[cH:11][c:12]([NH:15][c:16]2[n:17][cH:18][n:19][c:20]3[cH:21][cH:22][cH:23][c:24]([O:26][CH2:27][CH:28]([CH3:29])[N:30]([C:31]([CH3:32])=[O:33])[CH3:34])[c:25]23)[cH:13][cH:14]1. The reactants are ClCc1cscn1, CC(=O)N(C)C(C)COc1cccc2ncnc(Nc3ccc(O)c(C)c3)c12. Starting materials: COC(=O)c1cc(Br)c(Cl)o1, O=C([O-])[O-], C1COCCO1, Cn1nccc1B1OC(C)(C)C(C)(C)O1, [K+], [K+], O. Yields the product COC(=O)c1cc(-c2ccnn2C)c(Cl)o1. As a reaction SMILES: [Br:1][c:2]1[cH:3][c:4]([C:8](=[O:9])[O:10][CH3:11])[o:5][c:6]1[Cl:7].[C:27](=[O:28])([O-:29])[O-:30].[CH2:33]1[O:34][CH2:35][CH2:36][O:37][CH2:38]1.[CH3:12][n:13]1[n:14][cH:15][cH:16][c:17]1[B:18]1[O:19][C:20]([CH3:21])([CH3:22])[C:23]([CH3:24])([CH3:25])[O:26]1.[K+:31].[K+:32].[OH2:39]>>[c:2]1(-[c:17]2[n:13]([CH3:12])[n:14][cH:15][cH:16]2)[cH:3][c:4]([C:8](=[O:9])[O:10][CH3:11])[o:5][c:6]1[Cl:7].